From a dataset of the Open Reaction Database (ORD), a public repository of structured organic reaction records. describe an organic reaction: reactants, conditions, products, and yield Starting materials: COC(=O)C1(CC2=CC=CC=C2C1)NC(C1=CC(=C(C=C1)OC)NCC1=CC=C(C=C1)F)=O (2-[3-(4-Fluoro-benzylamino)-4-methoxy-benzoylamino]-indane-2-carboxylic acid methyl ester), O.[OH-].[Li+] (Lithium hydroxide hydrate). The solvent is CO (methanol), O (water). The product is FC1=CC=C(CNC=2C=C(C(=O)NC3(CC4=CC=CC=C4C3)C(=O)O)C=CC2OC)C=C1 (2-[3-(4-Fluoro-benzylamino)-4-methoxy-benzoylamino]-indane-2-carboxylic acid). Yield: 82.5%. As a reaction SMILES: C[O:2][C:3]([C:5]1([NH:14][C:15](=[O:33])[C:16]2[CH:21]=[CH:20][C:19]([O:22][CH3:23])=[C:18]([NH:24][CH2:25][C:26]3[CH:31]=[CH:30][C:29]([F:32])=[CH:28][CH:27]=3)[CH:17]=2)[CH2:13][C:12]2[C:7](=[CH:8][CH:9]=[CH:10][CH:11]=2)[CH2:6]1)=[O:4].O.[OH-].[Li+]>CO.O>[F:32][C:29]1[CH:30]=[CH:31][C:26]([CH2:25][NH:24][C:18]2[CH:17]=[C:16]([CH:21]=[CH:20][C:19]=2[O:22][CH3:23])[C:15]([NH:14][C:5]2([C:3]([OH:4])=[O:2])[CH2:6][C:7]3[C:12](=[CH:11][CH:10]=[CH:9][CH:8]=3)[CH2:13]2)=[O:33])=[CH:27][CH:28]=1 |f:1.2.3|. Reported procedure: The compound of step 1 (30 mg, 0.053 mmol) was dissolved in methanol (3 ml) and water (1 ml). Lithium hydroxide hydrate (3.8 mg, 0.09 mmol) was added, and the mixture was stirred at room temperature until LC/MS analysis showed complete conversion. The mixture was filtered, the filtrate subjected to preparative RP HPLC (water/ACN gradient), and the fractions containing the title compound freeze-dried to give 19 mg of the title compound. Reactants: C(C)(=O)C1=NC=C(C(=C1)N1C(C(=C(C=C1C)OCC1=C(C=C(C=C1)F)F)Cl)=O)C (2′-acetyl-3-chloro-4-[(2,4-difluorobenzyl)oxy]-5′,6-dimethyl-2H-1,4′-bipyridin-2-one), C(C)(C)(C)OC(N(C)C)OC(C)(C)C (N, N dimethylformamide di-tert-butyl acetal), C([O-])([O-])=O.[K+].[K+] (potassium carbonate), Cl.CC(C(=N)N)(C)C (2,2,2-trimethylacetamidine hydrochloride). Run in CN(C=O)C (dimethylformamide). Reaction conditions: temperature 60 celsius, time 12 hour. Yields the product C(C)(C)(C)C1=NC=CC(=N1)C1=NC=C(C(=C1)N1C(C(=C(C=C1C)OCC1=C(C=C(C=C1)F)F)Cl)=O)C (2′-[2-(tert-butyl)pyrimidin-4-yl]-3-chloro-4-((2,4-difluorobenzyl)oxy)-5′,6-dimethyl-2H-[1,4′-bipyridin]-2-one). Isolated yield 37.8%. Reaction SMILES: [C:1]([C:4]1[CH:9]=[C:8]([N:10]2[C:15]([CH3:16])=[CH:14][C:13]([O:17][CH2:18][C:19]3[CH:24]=[CH:23][C:22]([F:25])=[CH:21][C:20]=3[F:26])=[C:12]([Cl:27])[C:11]2=[O:28])[C:7]([CH3:29])=[CH:6][N:5]=1)(=O)[CH3:2].[C:30](OC(OC(C)(C)C)N(C)C)(C)(C)C.C(=O)([O-])[O-].[K+].[K+].Cl.[CH3:51][C:52]([CH3:57])([CH3:56])[C:53]([NH2:55])=[NH:54]>CN(C)C=O>[C:52]([C:53]1[N:55]=[C:1]([C:4]2[CH:9]=[C:8]([N:10]3[C:15]([CH3:16])=[CH:14][C:13]([O:17][CH2:18][C:19]4[CH:24]=[CH:23][C:22]([F:25])=[CH:21][C:20]=4[F:26])=[C:12]([Cl:27])[C:11]3=[O:28])[C:7]([CH3:29])=[CH:6][N:5]=2)[CH:2]=[CH:30][N:54]=1)([CH3:57])([CH3:56])[CH3:51] |f:2.3.4,5.6|. Reported procedure: To a solution of 2′-acetyl-3-chloro-4-[(2,4-difluorobenzyl)oxy]-5′,6-dimethyl-2H-1,4′-bipyridin-2-one (from step 7) (0.024 g, 0.057 mmol) in dimethylformamide (0.5 mL) was added N, N dimethylformamide di-tert-butyl acetal (0.02 g, 0.1 mmol) and heated at 60° C. for 2 h. The reaction mixture was concentrated in vacuo, the residue was dissolved in toluene (1 mL) and the solvent was removed in vacuo. The resulting residue was dried in vacuo for 2 h. It was dissolved in DMF (1 mL) and potassium carb... Starting materials: FC(C=1C=C(OC2=NC=C(C=C2)C(F)(F)F)C=CC1)=C1CCNCC1 (2-(3-(fluoro(piperidin-4-ylidene)methyl)phenoxy)-5-(trifluoromethyl)pyridine), CC1=CC=C(C=N1)NC(OC1=CC=CC=C1)=O (phenyl 6-methylpyridin-3-ylcarbamate). Reagents/catalysts: C(C)N(CC)CC (triethyl amine). Run in CS(=O)C (DMSO), O (water). Run at time 12 hour. Yields the product FC(=C1CCN(CC1)C(=O)NC=1C=NC(=CC1)C)C1=CC(=CC=C1)OC1=NC=C(C=C1)C(F)(F)F (4-(fluoro(3-(5-(trifluoromethyl)pyridin-2-yloxy)phenyl)methylene)-N-(6-methylpyridin-3-yl)piperidine-1-carboxamide). Yield: 59.3%. RXN SMILES: [F:1][C:2](=[C:20]1[CH2:25][CH2:24][NH:23][CH2:22][CH2:21]1)[C:3]1[CH:4]=[C:5]([CH:17]=[CH:18][CH:19]=1)[O:6][C:7]1[CH:12]=[CH:11][C:10]([C:13]([F:16])([F:15])[F:14])=[CH:9][N:8]=1.[CH3:26][C:27]1[N:32]=[CH:31][C:30]([NH:33][C:34](=O)[O:35]C2C=CC=CC=2)=[CH:29][CH:28]=1>CS(C)=O.C(N(CC)CC)C.O>[F:1][C:2]([C:3]1[CH:19]=[CH:18][CH:17]=[C:5]([O:6][C:7]2[CH:12]=[CH:11][C:10]([C:13]([F:15])([F:16])[F:14])=[CH:9][N:8]=2)[CH:4]=1)=[C:20]1[CH2:25][CH2:24][N:23]([C:34]([NH:33][C:30]2[CH:31]=[N:32][C:27]([CH3:26])=[CH:28][CH:29]=2)=[O:35])[CH2:22][CH2:21]1. Procedure details: To a solution of 2-(3-(fluoro(piperidin-4-ylidene)methyl)phenoxy)-5-(trifluoromethyl)pyridine (110 mg, 0.312 mmol) and phenyl 6-methylpyridin-3-ylcarbamate (71.2 mg, 0.312 mmol) in DMSO (5 mL) under a N2 atmosphere was added 5 drops of triethyl amine and the reaction mixture was stirred for 12 h. The reaction mixture was diluted with water and extracted with EtOAc. The organic layer was washed with water several times to remove the excess DMSO. The title compound was crystallized from hexane and... The reactants are O=C(O)CC(NC(=O)OCc1ccccc1)C(=O)O, CC(=O)Cl, Cc1ccccc1, CN(C)C=O, CCOC(C)=O. Product: O=C1CC(NC(=O)OCc2ccccc2)C(=O)O1. Reaction SMILES: [CH2:1]([c:2]1[cH:3][cH:4][cH:5][cH:6][cH:7]1)[O:8][C:9](=[O:10])[NH:11][CH:12]([CH2:13][C:14](=[O:15])[OH:16])[C:17](=[O:18])[OH:19].[CH3:20][C:21](=[O:22])[Cl:23].[CH3:24][c:25]1[cH:26][cH:27][cH:28][cH:29][cH:30]1.[CH3:31][N:32]([CH3:33])[CH:34]=[O:35].[CH3:36][CH2:37][O:38][C:39](=[O:40])[CH3:41]>>[CH2:1]([c:2]1[cH:3][cH:4][cH:5][cH:6][cH:7]1)[O:8][C:9](=[O:10])[NH:11][CH:12]1[CH2:13][C:14](=[O:16])[O:19][C:17]1=[O:18]. Reaction SMILES: [C:1]([CH3:2])(=[O:3])[c:4]1[cH:5][c:6]2[c:7]([s:18]1)[O:8][c:9]1[c:10]([cH:14][cH:15][cH:16][cH:17]1)[NH:11][C:12]2=[O:13].[CH2:19]([SiH:20]([CH2:21][CH3:22])[CH2:23][CH3:24])[CH3:25].[OH:26][C:27]([C:28]([F:29])([F:30])[F:31])=[O:32]>>[CH2:1]([CH3:2])[c:4]1[cH:5][c:6]2[c:7]([s:18]1)[O:8][c:9]1[c:10]([cH:14][cH:15][cH:16][cH:17]1)[NH:11][C:12]2=[O:13]. Yields the product CCc1cc2c(s1)Oc1ccccc1NC2=O. The reactants are CC(=O)c1cc2c(s1)Oc1ccccc1NC2=O, CC[SiH](CC)CC, O=C(O)C(F)(F)F. Reactants: C1(=CC=C(C=C1)CCCO)C (3-p-tolyl-propane-1-ol), [Cl-].[NH4+] (ammonium chloride), S(=O)(=O)(C1=CC=C(C)C=C1)Cl (tosyl chloride), C(C)(C)NC(C)C (diisopropylamine), solution. Reagents/catalysts: CN(C1=CC=NC=C1)C (4-(dimethylamino)pyridine). Run in C(Cl)Cl (methylene chloride). Reaction conditions: time 6 hour. Product: C1(=CC=C(C=C1)CCCOS(=O)(=O)C1=CC=C(C=C1)C)C (toluene-4-sulfonate-3-p-tolyl-propyl ester). The yield is 66.1%. RXN SMILES: [S:1](Cl)([C:4]1[CH:10]=[CH:9][C:7]([CH3:8])=[CH:6][CH:5]=1)(=[O:3])=[O:2].C(NC(C)C)(C)C.[C:19]1([CH3:29])[CH:24]=[CH:23][C:22]([CH2:25][CH2:26][CH2:27][OH:28])=[CH:21][CH:20]=1.[Cl-].[NH4+]>CN(C)C1C=CN=CC=1.C(Cl)Cl>[C:19]1([CH3:29])[CH:20]=[CH:21][C:22]([CH2:25][CH2:26][CH2:27][O:28][S:1]([C:4]2[CH:10]=[CH:9][C:7]([CH3:8])=[CH:6][CH:5]=2)(=[O:3])=[O:2])=[CH:23][CH:24]=1 |f:3.4|. Reported procedure: 2.46 g of tosyl chloride (13 mM), 3.4 ml of diisopropylamine (19.4 mM) and 158 mg of 4-(dimethylamino)pyridine (1.29 mM) were added to reaction solution (6.46 mM) dissolving 971 mg of 3-p-tolyl-propane-1-ol (40ac) prepared by above step 3 in methylene chloride at 0° C. under Ar atmosphere with stirring for 6 hrs, and the reaction mixture was stirred for 12 hrs at room temperature. After the reaction mixture was neutralized with ammonium chloride, the mixture was extracted with ethyl acetate, was...